The task is: describe an organic reaction: reactants, conditions, products, and yield. This data is from the Open Reaction Database (ORD), a public repository of structured organic reaction records. Reactants: BrCC(=O)C(C)N(CC1=CC=CC=C1)CC1=CC=CC=C1 (α-(N,N-dibenzylamino)ethyl bromomethyl ketone), C(C)(=O)OC (Methyl acetate), [Li+].CC(C)[N-]C(C)C (LDA), CN(P(N(C)C)(N(C)C)=O)C (Hexamethyl phosphoric triamide). Solvent: C1CCOC1 (THF). Conditions: time 45 minute. The product is COC(CCC([C@H](C)N(CC1=CC=CC=C1)CC1=CC=CC=C1)=O)=O (methyl-(5S)-5-(N,N-dibenzylamino)-4-oxo-hexanoate). Yield: 62.0%. Reaction SMILES: [C:1]([O:4][CH3:5])(=[O:3])[CH3:2].[Li+].CC([N-]C(C)C)C.CN(C)P(=O)(N(C)C)N(C)C.Br[CH2:26][C:27]([CH:29]([N:31]([CH2:39][C:40]1[CH:45]=[CH:44][CH:43]=[CH:42][CH:41]=1)[CH2:32][C:33]1[CH:38]=[CH:37][CH:36]=[CH:35][CH:34]=1)[CH3:30])=[O:28]>C1COCC1>[CH3:5][O:4][C:1](=[O:3])[CH2:2][CH2:26][C:27](=[O:28])[C@@H:29]([N:31]([CH2:39][C:40]1[CH:41]=[CH:42][CH:43]=[CH:44][CH:45]=1)[CH2:32][C:33]1[CH:34]=[CH:35][CH:36]=[CH:37][CH:38]=1)[CH3:30] |f:1.2|. Procedure: Methyl acetate (1.0 mmol, 0.08 mL) was added dropwise to a solution of LDA (1.05 mmol) in 2.0 mL THF at -78° C., and the resulting solution was stirred for 45 minutes. Hexamethyl phosphoric triamide (1.0 mmol, 0.18 mL) was then added, and after 15 minutes a solution of α-(N,N-dibenzylamino)ethyl bromomethyl ketone (crude from the previous reaction, assumed to be 1.0 mmol) in 2.0 mL was added via syringe. The resulting solution was stirred at -78° C. for 45 minutes and then quenched with saturate... The reactants are BrC(C(=O)OC)C1=CC=C(C=C1)OCCOC1=CC=C(C=C1)F (methyl bromo{p-[2-(p-fluorophenoxy)ethoxy]phenyl}acetate), CC=1C=C(C=CC1C)O (3,4-dimethylphenol). The solvent is O1CCCC1 (tetrahydrofuran). The product is CC=1C=C(OC(C(=O)OC)C2=CC=C(C=C2)OCCOC2=CC=C(C=C2)F)C=CC1C (Methyl (3,4-Dimethylphenoxy){p-[2-(p-fluorophenoxy) ethoxy]phenyl}acetate). Reaction SMILES: Br[CH:2]([C:7]1[CH:12]=[CH:11][C:10]([O:13][CH2:14][CH2:15][O:16][C:17]2[CH:22]=[CH:21][C:20]([F:23])=[CH:19][CH:18]=2)=[CH:9][CH:8]=1)[C:3]([O:5][CH3:6])=[O:4].[CH3:24][C:25]1[CH:26]=[C:27]([OH:32])[CH:28]=[CH:29][C:30]=1[CH3:31]>O1CCCC1>[CH3:24][C:25]1[CH:26]=[C:27]([CH:28]=[CH:29][C:30]=1[CH3:31])[O:32][CH:2]([C:7]1[CH:12]=[CH:11][C:10]([O:13][CH2:14][CH2:15][O:16][C:17]2[CH:22]=[CH:21][C:20]([F:23])=[CH:19][CH:18]=2)=[CH:9][CH:8]=1)[C:3]([O:5][CH3:6])=[O:4]. Reported procedure: As described in Example 71, methyl bromo{p-[2-(p-fluorophenoxy)ethoxy]phenyl}acetate (0.017 mole) is reacted with 3,4-dimethylphenol (0.017 mole) in 75 ml of tetrahydrofuran at 80° C. for 18 hrs to give the product as a gum.